Task: describe an organic reaction: reactants, conditions, products, and yield. Dataset: the Open Reaction Database (ORD), a public repository of structured organic reaction records The reactants are CC(C)CCn1c(=O)c(C2=NS(=O)(=O)c3cc(N)ccc3N2)c(O)c2cccnc21, O=S(=O)(Cl)Cc1ccccc1, c1ccncc1. The product is CC(C)CCn1c(=O)c(C2=NS(=O)(=O)c3cc(NS(=O)(=O)Cc4ccccc4)ccc3N2)c(O)c2cccnc21. As a reaction SMILES: [NH2:1][c:2]1[cH:3][c:4]2[c:5]([cH:29][cH:30]1)[NH:6][C:7]([c:12]1[c:13](=[O:28])[n:14]([CH2:23][CH2:24][CH:25]([CH3:26])[CH3:27])[c:15]3[n:16][cH:17][cH:18][cH:19][c:20]3[c:21]1[OH:22])=[N:8][S:9]2(=[O:10])=[O:11].[c:31]1([CH2:37][S:38](=[O:39])(=[O:40])[Cl:41])[cH:32][cH:33][cH:34][cH:35][cH:36]1.[cH:42]1[cH:43][cH:44][n:45][cH:46][cH:47]1>>[NH:1]([c:2]1[cH:3][c:4]2[c:5]([cH:29][cH:30]1)[NH:6][C:7]([c:12]1[c:13](=[O:28])[n:14]([CH2:23][CH2:24][CH:25]([CH3:26])[CH3:27])[c:15]3[n:16][cH:17][cH:18][cH:19][c:20]3[c:21]1[OH:22])=[N:8][S:9]2(=[O:10])=[O:11])[S:38]([CH2:37][c:31]1[cH:32][cH:33][cH:34][cH:35][cH:36]1)(=[O:39])=[O:40].